describe an organic reaction: reactants, conditions, products, and yield From a dataset of the Open Reaction Database (ORD), a public repository of structured organic reaction records. Starting materials: B(Br)(Br)Br (boron tribromide), ClCCl (dichloromethane), BrC=1C=C2CCC(C(C2=CC1OC)C)C (6-bromo-7-methoxy-1,2-dimethyl-1,2,3,4-tetrahydro-naphthalene). Run at temperature 0 celsius. Product: BrC=1C(=CC=2C(CCCC2C1)(C)C)O (3-Bromo-8,8-dimethyl-5,6,7,8-tetrahydronaphthalen-2-ol). Reaction SMILES: [Br:1][C:2]1[CH:3]=[C:4]2[C:9](=[CH:10][C:11]=1[O:12]C)[CH:8]([CH3:14])[CH:7](C)[CH2:6][CH2:5]2.B(Br)(Br)Br.Cl[CH2:21]Cl>>[Br:1][C:2]1[C:11]([OH:12])=[CH:10][C:9]2[C:8]([CH3:14])([CH3:21])[CH2:7][CH2:6][CH2:5][C:4]=2[CH:3]=1. Procedure: To 6-bromo-7-methoxy-1,2-dimethyl-1,2,3,4-tetrahydro-naphthalene (Compound A-1 ([U.S. Pat. No. 6,613,917, incorporated herein by reference), 6.34 g, 23.56 mmol) in dichloromethane (10 mL) at −30° C. was added a solution of boron tribromide (1.0 M in dichloromethane, 47 mL, 47 mmol). After warming to 0° C. over 1 h, the reaction mixture was quenched carefully with ice water and extracted with ether. The organic layer was washed successively with water, brine, dried over Na2SO4, and concentrated i... The reactants are C(C=C)(=O)O (acrylic acid). Run in O (water). The product is C(C=C)(=O)O (acrylic acid), C=CC (propene), C(=O)C=C (acrolein). RXN SMILES: [C:1]([OH:5])(=[O:4])[CH:2]=[CH2:3]>O>[C:1]([OH:5])(=[O:4])[CH:2]=[CH2:3].[CH2:1]=[CH:2][CH3:3].[CH:1]([CH:2]=[CH2:3])=[O:4]. Procedure details: Apart from the above-described absorption of the reaction product comprising acrylic acid into a high boiling solvent mixture, other existing processes involve a total condensation of acrylic acid and of the water of reaction also formed in the course of the catalytic oxidation. The result is an aqueous acrylic acid solution which can be further worked up by distillation with an azeotropic agent (cf. DE-C 34 29 391, JA 11 24 766, JA 71 18 766, JA 71 18 966-R, JA 71 18968-R, JA-72 41 885) or by a... Reactants: OCCBr, CC(C)=O, [K+], [K+], O=C([O-])[O-], O, Oc1ccc(I)cc1. Product: OCCOc1ccc(I)cc1. RXN SMILES: [Br:9][CH2:10][CH2:11][OH:12].[CH3:20][C:21](=[O:22])[CH3:23].[K+:13].[K+:14].[O-:15][C:16]([O-:17])=[O:18].[OH2:19].[OH:1][c:2]1[cH:3][cH:4][c:5]([I:6])[cH:7][cH:8]1>>[O:1]([c:2]1[cH:3][cH:4][c:5]([I:6])[cH:7][cH:8]1)[CH2:10][CH2:11][OH:12]. The reactants are BrC1=CC(=C(C=C1)C1C(C(OC(C1=O)(C)C)(C)C)=O)CC (4-(4-bromo-2-ethylphenyl)-2,2,6,6-tetramethylpyran-3,5-dione), ClC1=C(C=C(C=C1)O)F (4-chloro-3-fluorophenol), C([O-])([O-])=O.[Cs+].[Cs+] (cesium carbonate). The reagents and catalysts are FC(S(=O)(=O)[O-])(F)F.[Cu+2].FC(S(=O)(=O)[O-])(F)F (copper(II) trifluoromethanesulfonate). The solvent is C1(=CC=CC=C1)C (toluene), ClCCl (dichloromethane), Cl (hydrochloric acid). Conditions: temperature 160 celsius. Product: ClC1=C(C=C(OC2=CC(=C(C=C2)C2C(C(OC(C2=O)(C)C)(C)C)=O)CC)C=C1)F (4-[4-(4-chloro-3-fluorophenoxy)-2-ethylphenyl]-2,2,6,6-tetramethylpyran-3,5-dione). As a reaction SMILES: Br[C:2]1[CH:7]=[CH:6][C:5]([CH:8]2[C:13](=[O:14])[C:12]([CH3:16])([CH3:15])[O:11][C:10]([CH3:18])([CH3:17])[C:9]2=[O:19])=[C:4]([CH2:20][CH3:21])[CH:3]=1.[Cl:22][C:23]1[CH:28]=[CH:27][C:26]([OH:29])=[CH:25][C:24]=1[F:30].C(=O)([O-])[O-].[Cs+].[Cs+]>C1(C)C=CC=CC=1.ClCCl.Cl.FC(F)(F)S([O-])(=O)=O.[Cu+2].FC(F)(F)S([O-])(=O)=O>[Cl:22][C:23]1[CH:28]=[CH:27][C:26]([O:29][C:2]2[CH:7]=[CH:6][C:5]([CH:8]3[C:13](=[O:14])[C:12]([CH3:16])([CH3:15])[O:11][C:10]([CH3:18])([CH3:17])[C:9]3=[O:19])=[C:4]([CH2:20][CH3:21])[CH:3]=2)=[CH:25][C:24]=1[F:30] |f:2.3.4,8.9.10|. Reported procedure: A mixture of 4-(4-bromo-2-ethylphenyl)-2,2,6,6-tetramethylpyran-3,5-dione (0.20 g, 0.57 mmol), 4-chloro-3-fluorophenol (0.41 g, 2.83 mmol), cesium carbonate (0.40 g, 1.13 mmol), copper(II) trifluoromethanesulfonate (0.01 g, 0.03 mmol) and powdered molecular sieve, 4 Å (0.40 g) in dry toluene (3.5 ml) is heated to 160° C. under microwave irradiation for 1 hour. The mixture is cooled to room temperature diluted with dichloromethane and 2M aqueous hydrochloric acid (10 ml) and passed through a phas...